From a dataset of the Open Reaction Database (ORD), a public repository of structured organic reaction records. describe an organic reaction: reactants, conditions, products, and yield Procedure: To a solution of Example 236A (60 mg, 161 mmol) in dichloroethane (0.5 mL) was add chloroethyl carbonochloridate (39.1 mg, 0.273 mmol). The mixture was heated for 2 hours at 85° C. Methanol (2 mL) was added, and the mixture cooled to room temperature. The solution was concentrated and NaOH (1 M, aqueous) was added until pH=10. The product was extracted with ethyl acetate. Purification via flash chromatography (0-70% methanol/dichloromethane) afforded the title compound. 1H NMR (400 MHz, DMSO-d6)... The reactants are C(C1=CC=CC=C1)N1C[C@@H]2CCOC3=C(N2CC1)C=CC=C3Br ((4aS)-3-benzyl-8-bromo-2,3,4,4a,5,6-hexahydro-1H-pyrazino[2,1-d][1,5]benzoxazepine), C(OCCCl)(=O)Cl (chloroethyl carbonochloridate), CO (Methanol). As a reaction SMILES: C([N:8]1[CH2:18][CH2:17][N:16]2[C@@H:10]([CH2:11][CH2:12][O:13][C:14]3[C:22]([Br:23])=[CH:21][CH:20]=[CH:19][C:15]=32)[CH2:9]1)C1C=CC=CC=1.C(Cl)(=O)OCCCl.CO>ClC(Cl)C>[Br:23][C:22]1[C:14]2[O:13][CH2:12][CH2:11][C@H:10]3[CH2:9][NH:8][CH2:18][CH2:17][N:16]3[C:15]=2[CH:19]=[CH:20][CH:21]=1. Yields the product BrC1=CC=CC=2N3[C@@H](CCOC21)CNCC3 ((4aS)-8-bromo-2,3,4,4a,5,6-hexahydro-1H-pyrazino[2,1-d][1,5]benzoxazepine). Run in ClC(C)Cl (dichloroethane). Conditions: temperature 85 celsius. Reactants: CCOCC, COc1cc(CO)ccc1C, BrP(Br)Br. The product is COc1cc(CBr)ccc1C. Reaction SMILES: [CH3:16][CH2:17][O:18][CH2:19][CH3:20].[CH3:1][O:2][c:3]1[cH:4][c:5]([CH2:6][OH:7])[cH:8][cH:9][c:10]1[CH3:11].[P:12]([Br:13])([Br:14])[Br:15]>>[CH3:1][O:2][c:3]1[cH:4][c:5]([CH2:6][Br:13])[cH:8][cH:9][c:10]1[CH3:11]. Reactants: OO (H2O2), ClC=1C=C(CNC2=CC(=NC3=C(C=CC=C23)SC)C)C=CC1Cl ((3,4-dichlorobenzyl)-(2-methyl-8-methylsulfanylquinolin-4-yl)-amine). Run in C(C)(=O)O (acetic acid). Reaction conditions: time 16 hour. Product: ClC=1C=C(CNC2=CC(=NC3=C(C=CC=C23)S(=O)C)C)C=CC1Cl ((3,4-Dichlorobenzyl)-(8-methanesulfinyl-2-methylquinolin-4-yl)-amine). The yield is 35.5%. As a reaction SMILES: [OH:1]O.[Cl:3][C:4]1[CH:5]=[C:6]([CH:22]=[CH:23][C:24]=1[Cl:25])[CH2:7][NH:8][C:9]1[C:18]2[C:13](=[C:14]([S:19][CH3:20])[CH:15]=[CH:16][CH:17]=2)[N:12]=[C:11]([CH3:21])[CH:10]=1>C(O)(=O)C>[Cl:3][C:4]1[CH:5]=[C:6]([CH:22]=[CH:23][C:24]=1[Cl:25])[CH2:7][NH:8][C:9]1[C:18]2[C:13](=[C:14]([S:19]([CH3:20])=[O:1])[CH:15]=[CH:16][CH:17]=2)[N:12]=[C:11]([CH3:21])[CH:10]=1. Procedure details: H2O2 (30%, 20.0 mg, 0.55 mmole) was added dropwise to a solution of (3,4-dichlorobenzyl)-(2-methyl-8-methylsulfanylquinolin-4-yl)-amine (100 mg, 0.275 mmole) in acetic acid (3.5 mL) at 0° C. The mixture was stirred at RT for 16 hrs, concentrated by half, 2N NaOH was added and the resulting mixture was extracted with ethyl acetate. The organic phases were dried and concentrated. Precipitation in isopropyl ether gave the product as a white solid (37 mg, 35%). Starting materials: C1=CC(=CC=C1C(=O)N[C@@H](CCC(=O)O)C(=O)O)NCCC2=CN=C3C(=N2)C(=O)N=C(N3)N (homofolic acid), reduced platinum oxide, [H][H] (hydrogen), 5,11-methylene, [BH4-].[Na+] (sodium borohydride), C=O (formaldehyde), C1=CC(=CC=C1C(=O)N[C@@H](CCC(=O)O)C(=O)O)NCCC2=CN=C3C(=N2)C(=O)N=C(N3)N (homofolic acid), C1C(NC2=C(N1)NC(=NC2=O)N)CCNC3=CC=C(C=C3)C(=O)N[C@@H](CCC(=O)O)C(=O)O (tetrahydrohomofolic acid), C1C(NC2=C(N1)NC(=NC2=O)N)CCNC3=CC=C(C=C3)C(=O)N[C@@H](CCC(=O)O)C(=O)O (tetrahydrohomofolic acid). Product: CN1C(CNC2=C1C(=O)N=C(N2)N)CCNC3=CC=C(C=C3)C(=O)N[C@@H](CCC(=O)O)C(=O)O (5-methyltetrahydrohomofolic acid). RXN SMILES: [CH:1]1[C:6]([C:7]([NH:9][C@H:10]([C:16]([OH:18])=[O:17])[CH2:11][CH2:12][C:13]([OH:15])=[O:14])=[O:8])=[CH:5][CH:4]=[C:3]([NH:19][CH2:20][CH2:21][C:22]2[N:27]=[C:26]3[C:28]([N:30]=[C:31]([NH2:33])[NH:32][C:25]3=[N:24][CH:23]=2)=[O:29])[CH:2]=1.[CH2:34]1NC2NC(N)=NC(=O)C=2NC1CCNC1C=CC(C(N[C@H](C(O)=O)CCC(O)=O)=O)=CC=1.[H][H].C=O.[BH4-].[Na+]>>[CH3:34][N:27]1[C:26]2[C:28]([N:30]=[C:31]([NH2:33])[NH:32][C:25]=2[NH:24][CH2:23][CH:22]1[CH2:21][CH2:20][NH:19][C:3]1[CH:4]=[CH:5][C:6]([C:7]([NH:9][C@H:10]([C:16]([OH:18])=[O:17])[CH2:11][CH2:12][C:13]([OH:15])=[O:14])=[O:8])=[CH:1][CH:2]=1)=[O:29] |f:4.5|. Reported procedure: In the preparation of N5 -methyltetrahydrohomofolic acid from homofolic acid, the steps consisting of reducing homofolic acid to tetrahydrohomofolic acid in the dark with a slight overpressure of hydrogen in the presence of reduced platinum oxide, immediately reacting tetrahydrohomofolic acid with formaldehyde to product the intermediate 5,11-methylenetetrahydrohomofolic acid and reducing without isolation the formed 5,11-methylene intermediate with sodium borohydride to give the desired 5-methy... Reactants: O=C(Nc1ccccc1S)c1c(Br)sc2c1CCCC2, O=C([O-])[O-], CS(C)=O, [K+], [K+]. The product is O=C1Nc2ccccc2Sc2sc3c(c21)CCCC3. As a reaction SMILES: [Br:1][c:2]1[c:3]([C:11](=[O:12])[NH:13][c:14]2[c:15]([SH:20])[cH:16][cH:17][cH:18][cH:19]2)[c:4]2[c:5]([s:6]1)[CH2:7][CH2:8][CH2:9][CH2:10]2.[C:21](=[O:22])([O-:23])[O-:24].[CH3:27][S:28](=[O:29])[CH3:30].[K+:25].[K+:26]>>[c:2]12[c:3]([c:4]3[c:5]([s:6]1)[CH2:7][CH2:8][CH2:9][CH2:10]3)[C:11](=[O:12])[NH:13][c:14]1[c:15]([cH:16][cH:17][cH:18][cH:19]1)[S:20]2. Reactants: Cl (hydrochloric acid), ClC1=NS(C2=C(N1)C=C(S2)Cl)(=O)=O (3,6-dichloro-4H-thieno[3,2-e]-1,2,4-thiadiazine 1,1-dioxide), [F-].[Cs+] (cesium fluoride), O (Water). The solvent is CS(=O)C (DMSO). Run at temperature 155 celsius, time 16 hour. Yields the product ClC1=CC=2NC(=NS(C2S1)(=O)=O)F (6-Chloro-3-fluoro-4H-thieno[3,2-e]-1,2,4-thiadiazine 1,1-dioxide). Isolated yield 80.2%. RXN SMILES: Cl[C:2]1[NH:7][C:6]2[CH:8]=[C:9]([Cl:11])[S:10][C:5]=2[S:4](=[O:13])(=[O:12])[N:3]=1.[F-:14].[Cs+].O.Cl>CS(C)=O>[Cl:11][C:9]1[S:10][C:5]2[S:4](=[O:13])(=[O:12])[N:3]=[C:2]([F:14])[NH:7][C:6]=2[CH:8]=1 |f:1.2|. Procedure: A mixture of 3,6-dichloro-4H-thieno[3,2-e]-1,2,4-thiadiazine 1,1-dioxide (257 mg, 1.0 mmol) and cesium fluoride (456 mg, 3.0 mmol) in dry DMSO (1 ml) was stirred for 16 h at 155° C. in a sealed flask. Water (3 ml) was added to the cooled mixture followed by 4M hydrochloric acid to pH <2. The precipitated beige solid was isolated by filtration, washed with water and dried to give 193 mg (80%) of the title compound; 1H-NMR (DMSO-d6): δ7.09 (s, 1H), 7.34 (br s, 1H; MS: m/e 240/242 (M+). Reactants: [Si](C)(C)(C(C)(C)C)OCC1=CC=C(C=C1)CCCC1CCN(CC1)C(=O)OC(C)(C)C (4-[3-(N-Boc-Piperidin-4-yl)propyl]benzyl alcohol t-butyldimethylsilyl ether), CC(=O)C.OS(=O)(=O)O.O=[Cr](=O)=O (Jones Reagent). Solvent: CC(=O)C (acetone). Reaction conditions: time 15 minute. Product: C(=O)(OC(C)(C)C)N1CCC(CC1)CCCC1=CC=C(C(=O)O)C=C1 (4-[3-(N-BOC-Piperidin-4-yl)propyl]benzoic acid). Reaction SMILES: [Si]([O:8][CH2:9][C:10]1[CH:15]=[CH:14][C:13]([CH2:16][CH2:17][CH2:18][CH:19]2[CH2:24][CH2:23][N:22]([C:25]([O:27][C:28]([CH3:31])([CH3:30])[CH3:29])=[O:26])[CH2:21][CH2:20]2)=[CH:12][CH:11]=1)(C(C)(C)C)(C)C.CC(C)=[O:34].OS(O)(=O)=O.O=[Cr](=O)=O>CC(C)=O>[C:25]([N:22]1[CH2:23][CH2:24][CH:19]([CH2:18][CH2:17][CH2:16][C:13]2[CH:14]=[CH:15][C:10]([C:9]([OH:34])=[O:8])=[CH:11][CH:12]=2)[CH2:20][CH2:21]1)([O:27][C:28]([CH3:29])([CH3:30])[CH3:31])=[O:26] |f:1.2.3|. Procedure details: To a vigorously stirred solution of 20-4 (230 mg, 0.51 mmol) in acetone (5 mL) at 0° C. was added Jones Reagent dropwise until the color changed from green to orange. The excess Jones Reagent was quenched with isopropanol (1 mL) followed by stirring for 15 min. The reaction mixture was diluted with EtOAc and then washed with H2O and brine, dried (MgSO4) and concentrated to give 20-5 as a yellowish oil.